From a dataset of the Open Reaction Database (ORD), a public repository of structured organic reaction records. describe an organic reaction: reactants, conditions, products, and yield Reactants: CN(C)CCCCOc1ccc(N)cc1, O=S(=O)(Cl)c1ccc(C(F)(F)F)cc1, C1COCCO1. Yields the product CN(C)CCCCOc1ccc(NS(=O)(=O)c2ccc(C(F)(F)F)cc2)cc1. RXN SMILES: [CH3:1][N:2]([CH2:3][CH2:4][CH2:5][CH2:6][O:7][c:8]1[cH:9][cH:10][c:11]([NH2:14])[cH:12][cH:13]1)[CH3:15].[F:16][C:17]([c:18]1[cH:19][cH:20][c:21]([S:24](=[O:25])(=[O:26])[Cl:27])[cH:22][cH:23]1)([F:28])[F:29].[O:30]1[CH2:31][CH2:32][O:33][CH2:34][CH2:35]1>>[CH3:1][N:2]([CH2:3][CH2:4][CH2:5][CH2:6][O:7][c:8]1[cH:9][cH:10][c:11]([NH:14][S:24]([c:21]2[cH:20][cH:19][c:18]([C:17]([F:16])([F:28])[F:29])[cH:23][cH:22]2)(=[O:25])=[O:26])[cH:12][cH:13]1)[CH3:15]. RXN SMILES: [S:1]1[C:5]([CH:6]=O)=[CH:4][CH:3]=[C:2]1[C:8]1[S:9][CH:10]=[CH:11][CH:12]=1.N1(C2C=C[C:21]([CH:22]=[O:23])=CC=2)C=CC=N1>>[S:1]1[C:5](/[CH:6]=[CH:21]/[CH:22]=[O:23])=[CH:4][CH:3]=[C:2]1[C:8]1[S:9][CH:10]=[CH:11][CH:12]=1. Starting materials: S1C(=CC=C1C=O)C=1SC=CC1 ([2,2′-bithiophene]-5-carboxaldehyde), N1(N=CC=C1)C1=CC=C(C=O)C=C1 (4-(1H-pyrazol-1-yl)-benzaldehyde). Product: S1C(=CC=C1/C=C/C=O)C=1SC=CC1 ((2E)-3-[2,2′-bithiophen]-5-yl-2-propenal). Procedure: The title compound was prepared by a procedure analogous to Reference Example 30 by substituting [2,2′-bithiophene]-5-carboxaldehyde for the 4-(1H-pyrazol-1-yl)-benzaldehyde of Reference Example 30. MS 221 (M+H)+. Starting materials: [BH4-], CO, O=C(c1ccc(F)cc1)C1CCN(CCn2c(=O)[nH]c3ccccc3c2=O)CC1, [Na+], O. Product: O=c1[nH]c2ccccc2c(=O)n1CCN1CCC(C(O)c2ccc(F)cc2)CC1. As a reaction SMILES: [BH4-:32].[CH3:30][OH:31].[F:1][c:2]1[cH:3][cH:4][c:5]([C:6](=[O:7])[CH:8]2[CH2:9][CH2:10][N:11]([CH2:14][CH2:15][n:16]3[c:17](=[O:27])[nH:18][c:19]4[cH:20][cH:21][cH:22][cH:23][c:24]4[c:25]3=[O:26])[CH2:12][CH2:13]2)[cH:28][cH:29]1.[Na+:33].[OH2:34]>>[F:1][c:2]1[cH:3][cH:4][c:5]([CH:6]([OH:7])[CH:8]2[CH2:9][CH2:10][N:11]([CH2:14][CH2:15][n:16]3[c:17](=[O:27])[nH:18][c:19]4[cH:20][cH:21][cH:22][cH:23][c:24]4[c:25]3=[O:26])[CH2:12][CH2:13]2)[cH:28][cH:29]1.